This data is from the Open Reaction Database (ORD), a public repository of structured organic reaction records. The task is: describe an organic reaction: reactants, conditions, products, and yield Reactants: CC(=O)Nc1ccc(O)cc1, C1CCOC1, CN(C)c1ccncc1, ClCCl, ClCCl, Cl, O=C(CCCO[N+](=O)[O-])Oc1c(F)c(F)c(F)c(F)c1F. Reaction SMILES: [C:1]([CH3:2])(=[O:3])[NH:4][c:5]1[cH:6][cH:7][c:8]([OH:11])[cH:9][cH:10]1.[CH2:46]1[O:47][CH2:48][CH2:49][CH2:50]1.[CH3:34][N:35]([c:36]1[cH:37][cH:38][n:39][cH:40][cH:41]1)[CH3:42].[Cl:43][CH2:44][Cl:45].[Cl:51][CH2:52][Cl:53].[ClH:33].[F:12][c:13]1[c:14]([O:19][C:20](=[O:15])[CH2:21][CH2:22][CH2:23][O:24][N+:25](=[O:26])[O-:27])[c:16]([F:17])[c:18]([F:28])[c:29]([F:30])[c:31]1[F:32]>>[C:1]([CH3:2])(=[O:3])[NH:4][c:5]1[cH:6][cH:7][c:8]([O:11][C:20](=[O:19])[CH2:21][CH2:22][CH2:23][O:24][N+:25](=[O:26])[O-:27])[cH:9][cH:10]1. Yields the product CC(=O)Nc1ccc(OC(=O)CCCO[N+](=O)[O-])cc1. Starting materials: C(C)(C)(C)OC(=O)N1C(NC2=C1C=CC(=C2)Br)=O (5-bromo-2-oxo-2,3-dihydro-benzoimidazole-1-carboxylic acid tert-butyl ester), IC (iodomethane), CC#N (CH3CN). Run at time 8 hour. The product is C(C)(C)(C)OC(=O)N1C(N(C2=C1C=CC(=C2)Br)C)=O (5-bromo-3-methyl-2-oxo-2,3-dihydro-benzoimidazole-1-carboxylic acid tert-butyl ester). Reaction SMILES: [C:1]([O:5][C:6]([N:8]1[C:12]2[CH:13]=[CH:14][C:15]([Br:17])=[CH:16][C:11]=2[NH:10][C:9]1=[O:18])=[O:7])([CH3:4])([CH3:3])[CH3:2].IC.[CH3:21]C#N>C(OCC)(=O)C>[C:1]([O:5][C:6]([N:8]1[C:12]2[CH:13]=[CH:14][C:15]([Br:17])=[CH:16][C:11]=2[N:10]([CH3:21])[C:9]1=[O:18])=[O:7])([CH3:4])([CH3:2])[CH3:3]. The solvent is C(C)(=O)OCC (ethyl acetate). Procedure: A mixture of 5-bromo-2-oxo-2,3-dihydro-benzoimidazole-1-carboxylic acid tert-butyl ester (4.0 g, 12.8 mmol), iodomethane (2.74 g, 9.2 mmol), and K2CO3in CH3CN (60 mL) was stirred at room temperature under a blanket of nitrogen overnight. Upon completion of the reaction, ethyl acetate (200 mL) was added and the organic layer was washed with H2O (200 mL), dried over Na2SO4, and concentrated. The residue was purified via chromatography (silica gel, 25% ethyl acetate/hexane) to give 5-bromo-3-methyl... Reactants: Cl (hydrochloric acid), C1(CCCCC1)C=CCN (N-cyclohexylallylamine). Solvent: O (water). Product: aqueous solution, Cl.C1(CCCCC1)C=CCN (N-cyclohexylallylamine hydrochloride). The yield is 65.0%. RXN SMILES: [ClH:1].[CH:2]1([CH:8]=[CH:9][CH2:10][NH2:11])[CH2:7][CH2:6][CH2:5][CH2:4][CH2:3]1>O>[ClH:1].[CH:2]1([CH:8]=[CH:9][CH2:10][NH2:11])[CH2:7][CH2:6][CH2:5][CH2:4][CH2:3]1 |f:3.4|. Procedure details: 52.1 g of 35% hydrochloric acid and 13.4 g of water were added to 69.6 g (0.5 mol) of N-cyclohexylallylamine under cooling to maintain the temperature below 20° C. to obtain a 65.0% aqueous solution of N-cyclohexylallylamine hydrochloride (hereinafter abbreviated as CHAA.HCl). This solution was added with 2.64 g of initiator 1 and polymerized at 60° C. for 48 hours after the manner of Example 1, followed by the same treatment as in Example 1 to obtain 79.0 g of white powder (conversion: 89.9%). Reactants: S(O)(O)(=O)=O (sulfuric acid), Cl.COC([C@@H](NC(=O)OCC1=CC=CC=C1)CC1=CC(=C(C=C1)N)C)=O (N-(benzyloxycarbonyl)-4-amino-3-methyl-L-phenylalanine methyl ester hydrochloride salt), [I-].[K+] (potassium iodide), N(=O)[O-].[Na+] (sodium nitrite). Run in O (water), O (water), O (water), O (water). Conditions: temperature -1 celsius, time 30 minute. The product is COC([C@@H](NC(=O)OCC1=CC=CC=C1)CC1=CC(=C(C=C1)I)C)=O (N-(benzyloxycarbonyl)-4-iodo-3-methyl-L-phenylalanine methyl ester). Yield: 63.9%. Reaction SMILES: S(=O)(=O)(O)O.Cl.[CH3:7][O:8][C:9](=[O:31])[C@H:10]([CH2:22][C:23]1[CH:28]=[CH:27][C:26](N)=[C:25]([CH3:30])[CH:24]=1)[NH:11][C:12]([O:14][CH2:15][C:16]1[CH:21]=[CH:20][CH:19]=[CH:18][CH:17]=1)=[O:13].N([O-])=O.[Na+].[I-:36].[K+]>O>[CH3:7][O:8][C:9](=[O:31])[C@H:10]([CH2:22][C:23]1[CH:28]=[CH:27][C:26]([I:36])=[C:25]([CH3:30])[CH:24]=1)[NH:11][C:12]([O:14][CH2:15][C:16]1[CH:21]=[CH:20][CH:19]=[CH:18][CH:17]=1)=[O:13] |f:1.2,3.4,5.6|. Procedure details: A suspension of sulfuric acid (0.3 mL), water (36 mL) and N-(benzyloxycarbonyl)-4-amino-3-methyl-L-phenylalanine methyl ester hydrochloride salt (2.9 mmol, 1.1 g) was heated to obtain a clear solution. Then, it was cooled to −1° C. (ice-bath) and a solution of sodium nitrite (5.8 mmol, 400 mg) in water (8 mL) was added dropwise. The reaction mixture was stirred for 30 min, and a solution of potassium iodide (8.7 mmol, 1.5 g) in water (6 mL) was added to obtain a brown suspension. After stirring ... The reactants are CC[SiH](CC)CC, COc1ccc(CNc2ccc(C#N)cc2Nc2ncc3[nH]c(=O)n(C4CCOc5c(F)cc(F)cc54)c3n2)c(OC)c1, ClCCl, O=C(O)C(F)(F)F. Yields the product N#Cc1ccc(N)c(Nc2ncc3[nH]c(=O)n(C4CCOc5c(F)cc(F)cc54)c3n2)c1. Reaction SMILES: [CH2:51]([SiH:52]([CH2:53][CH3:54])[CH2:55][CH3:56])[CH3:57].[CH3:1][O:2][c:3]1[cH:4][c:5]([O:38][CH3:39])[cH:40][cH:41][c:42]1[CH2:43][NH:6][c:7]1[c:8]([NH:15][c:16]2[n:17][cH:18][c:19]3[nH:20][c:21](=[O:37])[n:22]([CH:25]4[CH2:26][CH2:27][O:28][c:29]5[c:30]([F:36])[cH:31][c:32]([F:35])[cH:33][c:34]54)[c:23]3[n:24]2)[cH:9][c:10]([C:11]#[N:12])[cH:13][cH:14]1.[Cl:58][CH2:59][Cl:60].[F:44][C:45]([F:46])([F:47])[C:48]([OH:49])=[O:50]>>[NH2:6][c:7]1[c:8]([NH:15][c:16]2[n:17][cH:18][c:19]3[nH:20][c:21](=[O:37])[n:22]([CH:25]4[CH2:26][CH2:27][O:28][c:29]5[c:30]([F:36])[cH:31][c:32]([F:35])[cH:33][c:34]54)[c:23]3[n:24]2)[cH:9][c:10]([C:11]#[N:12])[cH:13][cH:14]1.